Task: describe an organic reaction: reactants, conditions, products, and yield. Dataset: the Open Reaction Database (ORD), a public repository of structured organic reaction records Reactants: CCc1ccc2c3c(ccc2n1)OCC(CN1CC=C(c2c[nH]c4ccccc24)CC1)O3, CO, Cl, [H][H]. Product: CCc1ccc2c3c(ccc2n1)OCC(CN1CCC(c2c[nH]c4ccccc24)CC1)O3. RXN SMILES: [CH2:1]([CH3:2])[c:3]1[n:4][c:5]2[cH:6][cH:7][c:8]3[c:9]([c:10]2[cH:11][cH:12]1)[O:13][CH:14]([CH2:17][N:18]1[CH2:19][CH2:20][C:21]([c:24]2[cH:25][nH:26][c:27]4[cH:28][cH:29][cH:30][cH:31][c:32]24)=[CH:22][CH2:23]1)[CH2:15][O:16]3.[CH3:36][OH:37].[ClH:33].[H:34][H:35]>>[CH2:1]([CH3:2])[c:3]1[n:4][c:5]2[cH:6][cH:7][c:8]3[c:9]([c:10]2[cH:11][cH:12]1)[O:13][CH:14]([CH2:17][N:18]1[CH2:19][CH2:20][CH:21]([c:24]2[cH:25][nH:26][c:27]4[cH:28][cH:29][cH:30][cH:31][c:32]24)[CH2:22][CH2:23]1)[CH2:15][O:16]3. Starting materials: COC(=O)N1CCCC(OC)C1CC(=O)CBr, O=c1[nH]cnc2c1oc1ccccc12. Product: COC(=O)N1CCCC(OC)C1CC(=O)Cn1cnc2c(oc3ccccc32)c1=O. Reaction SMILES: [CH3:15][O:16][CH:17]1[CH:18]([CH2:27][C:28]([CH2:29][Br:30])=[O:31])[N:19]([C:23](=[O:24])[O:25][CH3:26])[CH2:20][CH2:21][CH2:22]1.[n:1]1[cH:2][nH:3][c:4](=[O:14])[c:5]2[c:6]1[c:7]1[c:8]([o:9]2)[cH:10][cH:11][cH:12][cH:13]1>>[n:1]1[cH:2][n:3]([CH2:29][C:28]([CH2:27][CH:18]2[CH:17]([O:16][CH3:15])[CH2:22][CH2:21][CH2:20][N:19]2[C:23](=[O:24])[O:25][CH3:26])=[O:31])[c:4](=[O:14])[c:5]2[c:6]1[c:7]1[c:8]([o:9]2)[cH:10][cH:11][cH:12][cH:13]1. The reactants are N#Cc1cccc(-c2ncc[nH]2)c1, CCC1C(=O)N(C)c2cnc(Cl)nc2N1C(C)C. The product is CCC1C(=O)N(C)c2cnc(-n3ccnc3-c3cccc(C#N)c3)nc2N1C(C)C. Reaction SMILES: [C:19](#[N:20])[c:21]1[cH:22][c:23](-[c:27]2[nH:28][cH:29][cH:30][n:31]2)[cH:24][cH:25][cH:26]1.[Cl:1][c:2]1[n:3][c:4]2[c:9]([cH:10][n:11]1)[N:8]([CH3:12])[C:7](=[O:13])[CH:6]([CH2:14][CH3:15])[N:5]2[CH:16]([CH3:17])[CH3:18]>>[c:2]1(-[n:28]2[c:27](-[c:23]3[cH:22][c:21]([C:19]#[N:20])[cH:26][cH:25][cH:24]3)[n:31][cH:30][cH:29]2)[n:3][c:4]2[c:9]([cH:10][n:11]1)[N:8]([CH3:12])[C:7](=[O:13])[CH:6]([CH2:14][CH3:15])[N:5]2[CH:16]([CH3:17])[CH3:18]. Reactants: C(#N)\C(=C/[C@H]1C([C@@H]1C(=O)O)(C)C)\C=C ((1R)-trans-3-[(1Z)-2-cyano-1,3-butadienyl]-2,2-dimethylcyclopropanecarboxylic acid), S(=O)(Cl)Cl (thionyl chloride). The reagents and catalysts are CN(C=O)C (N,N-dimethylformamide). The solvent is O1CCCC1 (tetrahydrofuran). Conditions: time 1 hour. Product: C(#N)\C(=C/[C@H]1C([C@@H]1C(=O)Cl)(C)C)\C=C ((1R)-trans-3-[(1Z)-2-cyano-1,3-butadienyl]-2,2-dimethylcyclopropanecarboxylic acid chloride). The yield is 95.4%. Reaction SMILES: [C:1](/[C:3](/[CH:13]=[CH2:14])=[CH:4]\[C@@H:5]1[C@@H:7]([C:8](O)=[O:9])[C:6]1([CH3:12])[CH3:11])#[N:2].S(Cl)([Cl:17])=O>O1CCCC1.CN(C)C=O>[C:1](/[C:3](/[CH:13]=[CH2:14])=[CH:4]\[C@@H:5]1[C@@H:7]([C:8]([Cl:17])=[O:9])[C:6]1([CH3:12])[CH3:11])#[N:2]. Procedure details: (1R)-trans-3-[(1Z)-2-cyano-1,3-butadienyl]-2,2-dimethylcyclopropanecarboxylic acid (440 mg, 2.30 mmol) was dissolved in 3 mL of tetrahydrofuran and then thionyl chloride (301 mg, 2.53 mmol) and 10 mg of N,N-dimethylformamide were added and the solution was stirred at room temperature for 1 hours, and further at 60° C. of 3 hours. The reaction solution was concentrated under reduced pressure condition to obtain 460 mg of (1R)-trans-3-[(1Z)-2-cyano-1,3-butadienyl]-2,2-dimethylcyclopropanecarboxyli... The reactants are ClC1=CC(=C(C=C1)C)[N+](=O)[O-] (4-chloro-2-nitrotoluene), COC(N(C)C)OC (dimethylformamide dimethyl acetal), N1CCCC1 (pyrrolidine). Reagents/catalysts: [Ni] (Raney nickel). The solvent is CN(C=O)C (dimethylformamide), CO.O1CCCC1 (methanol tetrahydro-furan). Reaction conditions: temperature 100 celsius, time 2 hour. Yields the product ClC1=CC=C2C=CNC2=C1 (6-Chloroindole). Yield: 72.6%. Reaction SMILES: [Cl:1][C:2]1[CH:7]=[CH:6][C:5]([CH3:8])=[C:4]([N+:9]([O-])=O)[CH:3]=1.[CH3:12]OC(OC)N(C)C.N1CCCC1>CN(C)C=O.CO.O1CCCC1.[Ni]>[Cl:1][C:2]1[CH:3]=[C:4]2[C:5]([CH:8]=[CH:12][NH:9]2)=[CH:6][CH:7]=1 |f:4.5|. Procedure: A mixture of 4-chloro-2-nitrotoluene (34 g, 0.2 mole), dimethylformamide dimethyl acetal (28 mL, 0.2 mole) and pyrrolidine (25 mL 0.3 mole) in dimethylformamide (DMF) is heated at 100° C. for 72 h, cooled to room temperature and concentrated in vacuo to give a deep red residue. The residue is taken up in methanol/tetrahydro-furan (1:1), treated with about 2 mL of a Raney nickel slurry and hydrogenated at atmospheric pressure. The reaction is monitored by GC, TLC and H2 uptake. After 2 hours, the... The reactants are Fc1ccc(CN2CCOCC2)cc1Br, [Li]CCCC, C1CCOC1, CON(C)C(C)=O, CCCCCC. The product is CC(=O)c1cc(CN2CCOCC2)ccc1F. RXN SMILES: [Br:1][c:2]1[cH:3][c:4]([CH2:5][N:6]2[CH2:7][CH2:8][O:9][CH2:10][CH2:11]2)[cH:12][cH:13][c:14]1[F:15].[CH2:16]([Li:17])[CH2:18][CH2:19][CH3:20].[CH2:28]1[O:29][CH2:30][CH2:31][CH2:32]1.[CH3:21][O:22][N:23]([C:24]([CH3:25])=[O:26])[CH3:27].[CH3:33][CH2:34][CH2:35][CH2:36][CH2:37][CH3:38]>>[c:2]1([C:24]([CH3:25])=[O:26])[cH:3][c:4]([CH2:5][N:6]2[CH2:7][CH2:8][O:9][CH2:10][CH2:11]2)[cH:12][cH:13][c:14]1[F:15].